From a dataset of the Open Reaction Database (ORD), a public repository of structured organic reaction records. describe an organic reaction: reactants, conditions, products, and yield Starting materials: [Br-], CN1CCOCC1, CO, O=S(=O)(Cl)c1ccc(Cl)cc1, ClCCl, C[N+](C)(CCCCCN)CCNC(=O)c1nc(Cl)c(N)nc1N, CN(C)C=O. The product is [Br-], C[N+](C)(CCCCCNS(=O)(=O)c1ccc(Cl)cc1)CCNC(=O)c1nc(Cl)c(N)nc1N. As a reaction SMILES: [Br-:1].[CH3:36][N:37]1[CH2:38][CH2:39][O:40][CH2:41][CH2:42]1.[CH3:48][OH:49].[Cl:25][c:26]1[cH:27][cH:28][c:29]([S:32](=[O:33])(=[O:34])[Cl:35])[cH:30][cH:31]1.[Cl:50][CH2:51][Cl:52].[NH2:2][CH2:3][CH2:4][CH2:5][CH2:6][CH2:7][N+:8]([CH3:9])([CH3:10])[CH2:11][CH2:12][NH:13][C:14](=[O:15])[c:16]1[n:17][c:18]([Cl:24])[c:19]([NH2:23])[n:20][c:21]1[NH2:22].[O:43]=[CH:44][N:45]([CH3:46])[CH3:47]>>[Br-:1].[NH:2]([CH2:3][CH2:4][CH2:5][CH2:6][CH2:7][N+:8]([CH3:9])([CH3:10])[CH2:11][CH2:12][NH:13][C:14](=[O:15])[c:16]1[n:17][c:18]([Cl:24])[c:19]([NH2:23])[n:20][c:21]1[NH2:22])[S:32]([c:29]1[cH:28][cH:27][c:26]([Cl:25])[cH:31][cH:30]1)(=[O:33])=[O:34]. Starting materials: COCCCOC(c1ccccc1)C1CCCN(CC(=O)OC)C1, CO, [Li+], [OH-]. Product: COCCCOC(c1ccccc1)C1CCCN(CC(=O)[O-])C1, [Li+]. RXN SMILES: [CH3:1][O:2][CH2:3][CH2:4][CH2:5][O:6][CH:7]([CH:8]1[CH2:9][N:10]([CH2:14][C:15](=[O:16])[O:17][CH3:18])[CH2:11][CH2:12][CH2:13]1)[c:19]1[cH:20][cH:21][cH:22][cH:23][cH:24]1.[CH3:27][OH:28].[Li+:26].[OH-:25]>>[CH3:1][O:2][CH2:3][CH2:4][CH2:5][O:6][CH:7]([CH:8]1[CH2:9][N:10]([CH2:14][C:15](=[O:16])[O-:17])[CH2:11][CH2:12][CH2:13]1)[c:19]1[cH:20][cH:21][cH:22][cH:23][cH:24]1.[Li+:26]. Reactants: [OH-].[Na+] (NaOH), O (water), BrC=1SC2=C(N1)C(CC2)C(=O)OCC (Ethyl 2-bromo-5,6-dihydro-4H-cyclopenta[d][1,3]thiazole-4-carboxylate). The solvent is CO (methanol), CO (methanol). Conditions: time 2 hour. The product is BrC=1SC2=C(N1)C(CC2)C(=O)O (2-Bromo-5,6-dihydro-4H-cyclopenta[d][1,3]thiazole-4-carboxylic acid). Yield: 43.9%. RXN SMILES: [Br:1][C:2]1[S:3][C:4]2[CH2:9][CH2:8][CH:7]([C:10]([O:12]CC)=[O:11])[C:5]=2[N:6]=1.[OH-].[Na+].O>CO>[Br:1][C:2]1[S:3][C:4]2[CH2:9][CH2:8][CH:7]([C:10]([OH:12])=[O:11])[C:5]=2[N:6]=1 |f:1.2|. Procedure details: A solution of the product from step A (4.92 g, 17.82 mmol) was dissolved in methanol (20 mL) and added dropwise to a mixture of 5 N NaOH (4.25 mL, 21.25 mmol), water (16 mL) and methanol (30 mL). After addition was complete the mixture was stirred for 2 h. The methanol was removed by evaporation and the pH of the remaining aqueous was adjusted to ˜2.5 with conc. HCl. The mixture was saturated with solid NaCl and extracted with EtOAc (x3); combined EtOAc layers washed with sat. NaCl, dried over N...